Dataset: the Open Reaction Database (ORD), a public repository of structured organic reaction records. Task: describe an organic reaction: reactants, conditions, products, and yield The reactants are COC=1C=C(C=CC1)CC#N (3-methoxybenzeneacetonitrile), Cl.ClCCCN(C)C (3-chloro-N,N-dimethylpropanamine, monohydrochloride). Yields the product CN(CCCC(C#N)C1=CC(=CC=C1)OC)C (α-[3-(dimethylamino)propyl]-3-methoxybenzeneacetonitrile). As a reaction SMILES: [CH3:1][O:2][C:3]1[CH:4]=[C:5]([CH2:9][C:10]#[N:11])[CH:6]=[CH:7][CH:8]=1.Cl.Cl[CH2:14][CH2:15][CH2:16][N:17]([CH3:19])[CH3:18]>>[CH3:18][N:17]([CH3:19])[CH2:16][CH2:15][CH2:14][CH:9]([C:5]1[CH:6]=[CH:7][CH:8]=[C:3]([O:2][CH3:1])[CH:4]=1)[C:10]#[N:11] |f:1.2|. Procedure details: reacting 3-methoxybenzeneacetonitrile with 3-chloro-N,N-dimethylpropanamine, monohydrochloride in the presence of a base to obtain α-[3-(dimethylamino)propyl]-3-methoxybenzeneacetonitrile The reactants are stainless steel, cuprous chloride, BrC1=NN(C=2N=CNC(C21)=O)[C@@H]2[C@@](O)([C@@](O)([C@@H](O2)COC(C2=CC=CC=C2)=O)C(C2=CC=CC=C2)=O)C(C2=CC=CC=C2)=O (3-Bromo-1-(2′,3′,5′-O-tribenzoyl-β-L-ribofuranosyl)pyrazolo[3,4-d]pyrimidin-4(5H)-one), N (NH3). Reagents/catalysts: [Cu] (copper). Run in CO (MeOH). The product is NC1=NN(C=2N=CNC(C21)=O)[C@@H]2[C@@H](O)[C@@H](O)[C@@H](O2)CO (3-Amino-1-β-L-ribofuranosylpyrazolo[3,4-d]pyrimidin-4(5H)-one). Yield: 36.0%. As a reaction SMILES: Br[C:2]1[C:10]2[C:9](=[O:11])[NH:8][CH:7]=[N:6][C:5]=2[N:4]([C@H:12]2[O:18][C@@H:17]([CH2:19][O:20]C(=O)C3C=CC=CC=3)[C@:15](C(=O)C3C=CC=CC=3)([OH:16])[C@:13]2(C(=O)C2C=CC=CC=2)[OH:14])[N:3]=1.[NH3:45]>CO.[Cu]>[NH2:45][C:2]1[C:10]2[C:9](=[O:11])[NH:8][CH:7]=[N:6][C:5]=2[N:4]([C@H:12]2[O:18][C@@H:17]([CH2:19][OH:20])[C@H:15]([OH:16])[C@@H:13]2[OH:14])[N:3]=1. Procedure details: 3-Bromo-1-(2′,3′,5′-O-tribenzoyl-β-L-ribofdranosyl)pyrazolo[3,4-d]pyrimidin-4(5H)-one 24 (714 mg, 1.08 mmoles) was dissolved in MeOH saturated with NH3 at 0 C (30 mL). Thin copper wire (21 mg, 0.33 mmole) and cuprous chloride.(33 mg, 0.33 mmole) were added. The mixture in a sealed, stainless steel bomb was heated at 100 C for 16 h. After cooling, silica gel (2 g) was added to the reaction mixture and, the solvent evaporated. The silica gel absorbed with the crude product was loaded onto a silica... The reactants are FC=1C=C(C=CC1)C(C(C)(C1=NC=CC=C1)C)N (racemic 1-(3-fluorophenyl)-2-methyl-2-(pyridin-2-yl)propan-1-amine), C(\C=C\C(=O)O)(=O)O (fumaric acid). Solvent: CO (MeOH), CCOC(=O)C (EtOAc). The product is FC=1C=C(C=CC1)[C@@H](C(C)(C1=NC=CC=C1)C)N ((S)-1-(3-fluorophenyl)-2-methyl-2-(pyridin-2-yl)propan-1-amine). Reaction SMILES: [F:1][C:2]1[CH:3]=[C:4]([CH:8]([NH2:18])[C:9]([CH3:17])([C:11]2[CH:16]=[CH:15][CH:14]=[CH:13][N:12]=2)[CH3:10])[CH:5]=[CH:6][CH:7]=1.C(O)(=O)/C=C/C(O)=O>CCOC(C)=O.CO>[F:1][C:2]1[CH:3]=[C:4]([C@H:8]([NH2:18])[C:9]([CH3:10])([C:11]2[CH:16]=[CH:15][CH:14]=[CH:13][N:12]=2)[CH3:17])[CH:5]=[CH:6][CH:7]=1. Procedure: (S)-1-(3-fluorophenyl)-2-methyl-2-(pyridin-2-yl)propan-1-amine is prepared is prepared starting from racemic 1-(3-fluorophenyl)-2-methyl-2-(pyridin-2-yl)propan-1-amine using chiral SFC chromatography. The free base was dissolved in EtOAc and a solution of fumaric acid (1.0 eq) in MeOH is added. The solvent is removed in vacuo and the residue is triturated with Et2O/hexanes (1:1), collected by filtration and air-dried. 1HNMR (300 MHz, DMSO-d6) δ 1.19 (s, 3 H), 1.31 (s, 3 H), 4.48 (s, 1 H), 6.55 (... Reactants: C1(=CC=CC=C1)CCCC1=CC=C(C=C1)P(Cl)C1=CC=C(C=C1)CCCC1=CC=CC=C1 (Di[p-(3-phenylpropyl)phenyl]chlorophosphine), BrCC1=C(C=CC=C1)C1=C(C=CC=C1)CBr (2,2'-dibromomethyl-1,1'-biphenyl). Solvent: CCOCC.CCCCCC (Et2O hexane), C1CCOC1 (THF), C1CCOC1 (THF). Run at time 10 hour. Product: C1(=CC=CC=C1)CCCC1=CC=C(C=C1)P(C1=CC=C(C=C1)CCCC1=CC=CC=C1)CC1=C(C=CC=C1)C1=C(C=CC=C1)CP(C1=CC=C(C=C1)CCCC1=CC=CC=C1)C1=CC=C(C=C1)CCCC1=CC=CC=C1 (2,2'-Bis{di[p-(3-phenylpropyl)phenyl]phosphinomethyl}-1,1'-biphenyl). Yield: 34.6%. RXN SMILES: [C:1]1([CH2:7][CH2:8][CH2:9][C:10]2[CH:15]=[CH:14][C:13]([P:16]([C:18]3[CH:23]=[CH:22][C:21]([CH2:24][CH2:25][CH2:26][C:27]4[CH:32]=[CH:31][CH:30]=[CH:29][CH:28]=4)=[CH:20][CH:19]=3)Cl)=[CH:12][CH:11]=2)[CH:6]=[CH:5][CH:4]=[CH:3][CH:2]=1.Br[CH2:34][C:35]1[CH:40]=[CH:39][CH:38]=[CH:37][C:36]=1[C:41]1[CH:46]=[CH:45][CH:44]=[CH:43][C:42]=1[CH2:47]Br>C1COCC1.CCOCC.CCCCCC>[C:1]1([CH2:7][CH2:8][CH2:9][C:10]2[CH:15]=[CH:14][C:13]([P:16]([CH2:34][C:35]3[CH:40]=[CH:39][CH:38]=[CH:37][C:36]=3[C:41]3[CH:46]=[CH:45][CH:44]=[CH:43][C:42]=3[CH2:47][P:16]([C:18]3[CH:19]=[CH:20][C:21]([CH2:24][CH2:25][CH2:26][C:27]4[CH:28]=[CH:29][CH:30]=[CH:31][CH:32]=4)=[CH:22][CH:23]=3)[C:13]3[CH:14]=[CH:15][C:10]([CH2:9][CH2:8][CH2:7][C:1]4[CH:6]=[CH:5][CH:4]=[CH:3][CH:2]=4)=[CH:11][CH:12]=3)[C:18]3[CH:23]=[CH:22][C:21]([CH2:24][CH2:25][CH2:26][C:27]4[CH:32]=[CH:31][CH:30]=[CH:29][CH:28]=4)=[CH:20][CH:19]=3)=[CH:12][CH:11]=2)[CH:6]=[CH:5][CH:4]=[CH:3][CH:2]=1 |f:3.4|. Reported procedure: Di[p-(3-phenylpropyl)phenyl]chlorophosphine 1 (6.0 g, 13.1 mmol) was dissolved in 150 ml THF and Li (0.185 g, 26.2 mmol) was chopped directly into the reaction flask under Ar. A deep red solution was resulted in 10 min and all the lithium was consumed in 4 h. The solution was then filtered and 2,2'-dibromomethyl-1,1'-biphenyl (2.23 g, 6.5 mmol) in 20 ml THF was added dropwise with an ice-water bath. The color of the solution was slowly changed to pale yellow. The mixture was stirred for addition... The reactants are CC1(OB(OC1(C)C)C1=C2C=NNC2=CC=C1)C (4-(4,4,5,5-tetramethyl-[1,3,2]dioxaborolan-2-yl)-1H-indazole), ClC=1N=C(C2=C(N1)C=C(S2)C=2C=C(C=CC2)N)N2CCOCC2 (3-(2-Chloro-4-morpholinothieno[3,2-d]pyrimidin-6-yl)benzenamine), C(CO)(=O)O (glycolic acid), N-(3-(2-chloro-4-morpholinothieno[3,2-d]pyrimidin-6-yl)phenyl)-2-hydroxyacetamine. Yields the product N1N=CC2=C(C=CC=C12)C=1N=C(C2=C(N1)C=C(S2)C=2C=C(C=CC2)NC(CO)=O)N2CCOCC2 (N-(3-(2-(1H-indazol-4-yl)-4-morpholinothieno[3,2-d]pyrimidin-6-yl)phenyl)-2-hydroxyacetamide). As a reaction SMILES: Cl[C:2]1[N:3]=[C:4]([N:18]2[CH2:23][CH2:22][O:21][CH2:20][CH2:19]2)[C:5]2[S:10][C:9]([C:11]3[CH:12]=[C:13]([NH2:17])[CH:14]=[CH:15][CH:16]=3)=[CH:8][C:6]=2[N:7]=1.[C:24]([OH:28])(=O)[CH2:25][OH:26].CC1(C)C(C)(C)OB([C:37]2[CH:45]=[CH:44][CH:43]=[C:42]3[C:38]=2[CH:39]=[N:40][NH:41]3)O1>>[NH:41]1[C:42]2[C:38](=[C:37]([C:2]3[N:3]=[C:4]([N:18]4[CH2:23][CH2:22][O:21][CH2:20][CH2:19]4)[C:5]4[S:10][C:9]([C:11]5[CH:12]=[C:13]([NH:17][C:24](=[O:28])[CH2:25][OH:26])[CH:14]=[CH:15][CH:16]=5)=[CH:8][C:6]=4[N:7]=3)[CH:45]=[CH:44][CH:43]=2)[CH:39]=[N:40]1. Reported procedure: 3-(2-Chloro-4-morpholinothieno[3,2-d]pyrimidin-6-yl)benzenamine (40 mg) was reacted with glycolic acid via General Procedure I to give N-(3-(2-chloro-4-morpholinothieno[3,2-d]pyrimidin-6-yl)phenyl)-2-hydroxyacetamine. 47 mg of the crude N-(3-(2-chloro-4-morpholinothieno[3,2-d]pyrimidin-6-yl)phenyl)-2-hydroxyacetamine was coupled to 4-(4,4,5,5-tetramethyl-1,3,2-dioxaborolan-2-yl)-1H-indazole 7 via General Procedure A. The product was purified by reverse phase HPLC to yield 3 mg of 139. MS (Q1) 48... The reactants are C(C)(C)(C)OC(NCC1=CC=C(C=C1)C1=CN=C2N1C=CC(=C2)C2=CC(=NC=C2)CN(CC)CC)=O ({4-[7-(2-diethylaminomethyl-pyridin-4-yl)-imidazo[1,2-a]pyridin-3-yl]-benzyl}-carbamic acid tert-butyl ester), Cl (HCl). Solvent: O1CCOCC1 (dioxane), O1CCOCC1 (dioxane). Run at time 2 hour. Product: Cl.Cl.Cl.NCC1=CC=C(C=C1)C1=CN=C2N1C=CC(=C2)C2=CC(=NC=C2)CN(CC)CC ({4-[3-(4-Aminomethyl-phenyl)-imidazo[1,2-a]pyridin-7-yl]-pyridin-2-ylmethyl}-diethyl-amine tri-hydrochloride). RXN SMILES: C(OC(=O)[NH:7][CH2:8][C:9]1[CH:14]=[CH:13][C:12]([C:15]2[N:19]3[CH:20]=[CH:21][C:22]([C:24]4[CH:29]=[CH:28][N:27]=[C:26]([CH2:30][N:31]([CH2:34][CH3:35])[CH2:32][CH3:33])[CH:25]=4)=[CH:23][C:18]3=[N:17][CH:16]=2)=[CH:11][CH:10]=1)(C)(C)C.[ClH:37]>O1CCOCC1>[ClH:37].[ClH:37].[ClH:37].[NH2:7][CH2:8][C:9]1[CH:14]=[CH:13][C:12]([C:15]2[N:19]3[CH:20]=[CH:21][C:22]([C:24]4[CH:29]=[CH:28][N:27]=[C:26]([CH2:30][N:31]([CH2:34][CH3:35])[CH2:32][CH3:33])[CH:25]=4)=[CH:23][C:18]3=[N:17][CH:16]=2)=[CH:11][CH:10]=1 |f:3.4.5.6|. Procedure: Dissolve {4-[7-(2-diethylaminomethyl-pyridin-4-yl)-imidazo[1,2-a]pyridin-3-yl]-benzyl}-carbamic acid tert-butyl ester (0.24 g, 0.49 mmol) in dioxane (10 mL) under nitrogen. Add 4 M HCl in dioxane (5 mL) to the reaction and stir for 2 hours. Concentrate to dryness and use crude as the tri-HCl salt (0.321 g, crude). MS (ES), m/z 386.2 (M+1). Run in C(C)O (ethanol), C(C)O (ethanol). Reported procedure: A solution of 3-methyl-1-(N,N-dibenzylamino)-nonan-3-ol (71 g) in ethanol (200 ml) was added to a slurry of 10% Pd/C (8 g) in ethanol. The mixture was hydrogenated at 70° and 200 psi for 3 days. The mixture was filtered through kieselguhr and evaporated. The oily product was fractionally distilled to give 1-amino-3-methyl-nonan-3-ol as a colourless liquid (18.9 g, 55% yield), b.p. 104°-106°/0.2 mm Hg. Reaction conditions: time 3 day. Isolated yield 54.3%. Reagents/catalysts: [Pd] (Pd/C). The reactants are CC(CCN(CC1=CC=CC=C1)CC1=CC=CC=C1)(CCCCCC)O (3-methyl-1-(N,N-dibenzylamino)-nonan-3-ol). The product is NCCC(CCCCCC)(O)C (1-amino-3-methyl-nonan-3-ol). Reaction SMILES: [CH3:1][C:2]([OH:26])([CH2:20][CH2:21][CH2:22][CH2:23][CH2:24][CH3:25])[CH2:3][CH2:4][N:5](CC1C=CC=CC=1)CC1C=CC=CC=1>C(O)C.[Pd]>[NH2:5][CH2:4][CH2:3][C:2]([CH3:1])([OH:26])[CH2:20][CH2:21][CH2:22][CH2:23][CH2:24][CH3:25].